Dataset: the Open Reaction Database (ORD), a public repository of structured organic reaction records. Task: describe an organic reaction: reactants, conditions, products, and yield The reactants are COC1=C(N)C=CC=C1 (2-Methoxyaniline), NC=1C(=NC(=CN1)C1=CC=C(C=C1)S(=O)(=O)N1CCN(CC1)C)C(=O)O (3-amino-6-[4-[(4-methyl-1-piperazinyl)sulfonyl]phenyl]-2-pyrazinecarboxylic acid), F[B-](F)(F)F.N1(N=NC2=C1C=CC=C2)OC(=[N+](C)C)N(C)C (O-(benzotriazol-1-yl)-N,N,N′,N′-tetramethyluronium tetrafluoroborate), O.ON1N=NC2=C1C=CC=C2 (1-hydroxybenzotriazole hydrate), C(C)N(C(C)C)C(C)C (N-ethyl-N,N-diisopropylamine), Cl (HCl). Solvent: C(Cl)Cl (methylene chloride), CN(C=O)C (N,N-dimethylformamide), C(C)OCC (diethyl ether). Reaction conditions: time 13 hour. The product is Cl.NC=1C(=NC(=CN1)C1=CC=C(C=C1)S(=O)(=O)N1CCN(CC1)C)C(=O)NC1=C(C=CC=C1)OC (3-Amino-N-(2-methoxyphenyl)-6-{4-[(4-methylpiperazin-1-yl)sulfonyl]phenyl}pyrazine-2-carboxamide Hydrochloride). The yield is 12.0%. RXN SMILES: [CH3:1][O:2][C:3]1[CH:9]=[CH:8][CH:7]=[CH:6][C:4]=1[NH2:5].[NH2:10][C:11]1[C:12]([C:33](O)=[O:34])=[N:13][C:14]([C:17]2[CH:22]=[CH:21][C:20]([S:23]([N:26]3[CH2:31][CH2:30][N:29]([CH3:32])[CH2:28][CH2:27]3)(=[O:25])=[O:24])=[CH:19][CH:18]=2)=[CH:15][N:16]=1.F[B-](F)(F)F.N1(OC(N(C)C)=[N+](C)C)C2C=CC=CC=2N=N1.O.ON1C2C=CC=CC=2N=N1.C(N(C(C)C)C(C)C)C.[ClH:78]>CN(C)C=O.C(Cl)Cl.C(OCC)C>[ClH:78].[NH2:10][C:11]1[C:12]([C:33]([NH:5][C:4]2[CH:6]=[CH:7][CH:8]=[CH:9][C:3]=2[O:2][CH3:1])=[O:34])=[N:13][C:14]([C:17]2[CH:18]=[CH:19][C:20]([S:23]([N:26]3[CH2:27][CH2:28][N:29]([CH3:32])[CH2:30][CH2:31]3)(=[O:25])=[O:24])=[CH:21][CH:22]=2)=[CH:15][N:16]=1 |f:2.3,4.5,11.12|. Procedure details: 2-Methoxyaniline (80 mg, 318 mmol) was added to a mixture of 3-amino-6-[4-[(4-methyl-1-piperazinyl)sulfonyl]phenyl]-2-pyrazinecarboxylic acid (80 mg, 212 mmol), O-(benzotriazol-1-yl)-N,N,N′,N′-tetramethyluronium tetrafluoroborate (82 mg, 255 mmol), 1-hydroxybenzotriazole hydrate (34 mg, 255 mmol) and N-ethyl-N,N-diisopropylamine (0.111 mL, 0.637 mmol) in N,N-dimethylformamide (2 mL). The reaction mixture was stirred for 13 h. The reaction was quenched with water (1 mL) and the solvent was evapor... Run in C(C)#N (acetonitril). Reaction SMILES: [CH3:1][C:2]1[C:10]2[C:5](=[N:6][CH:7]=[CH:8][CH:9]=2)[NH:4][CH:3]=1.[Br:11][CH2:12][CH2:13][C:14]1[CH:19]=[CH:18][CH:17]=[CH:16][CH:15]=1.CCOCC>C(#N)C>[BrH:11].[CH3:1][C:2]1[C:10]2[C:5]([N:6]([CH2:12][CH2:13][C:14]3[CH:19]=[CH:18][CH:17]=[CH:16][CH:15]=3)[CH:7]=[CH:8][CH:9]=2)=[N:4][CH:3]=1 |f:4.5|. The yield is 27.4%. Reported procedure: A solution of 0.3 g (2.3 mmol) 3-methylpyrrolo[2,3-b]pyridine and 0.5 g (2.7 mmol) (2-bromoethyl)benzene in 10 ml acetonitril was refluxed for 72 h. The solvent was evaporated and the solid that formed was treated with ether. Recrystalization from ethyl acetate gave 0.2 g (27%) of the title compound as a white solid. Yields the product Br.CC1=CN=C2N(C=CC=C21)CCC2=CC=CC=C2 (3 -Methyl-7-(2-phenylethyl)pyrrolo[2,3-b ]pyridine hydrobromide). Starting materials: CC1=CNC2=NC=CC=C21 (3-methylpyrrolo[2,3-b]pyridine), BrCCC1=CC=CC=C1 ((2-bromoethyl)benzene), CCOCC (ether). Reagents/catalysts: [Cu](I)I (copper iodide). Reaction SMILES: Br[C:2]1[CH:3]=[C:4]([C:9]([O:11][CH3:12])=[O:10])[C:5]([CH3:8])=[CH:6][CH:7]=1.Cl.CN(C)[CH:16]=[O:17]>[Cu](I)I>[CH3:16][O:17][C:2]1[CH:3]=[C:4]([C:9]([O:11][CH3:12])=[O:10])[C:5]([CH3:8])=[CH:6][CH:7]=1. Procedure: 12.6 g of a 28% sodium methylate methanol solution and 4.2 g of copper iodide were added to 5 g of methyl 4-bromo-toluate dissolved in 20 ml of dimethylformamide and the mixture was refluxed under heating for 2 hours. The reaction mixture was adjusted to about pH 2 by adding 1N-hydrochloric acid thereto and extracted with ethyl acetate. and the organic layer was washed with a saturated saline solution and then dried over anhydrous sodium sulfate. The residue obtained by removing the solvent was ... Reactants: sodium methylate methanol, BrC=1C=C(C(=CC1)C)C(=O)OC (methyl 4-bromo-toluate), CN(C=O)C (dimethylformamide), Cl (hydrochloric acid). Yields the product COC=1C=C(C(=CC1)C)C(=O)OC (Methyl 4-methoxy-o-toluate). Starting materials: Cl.C(C1=CC=CC=C1)(C1=CC=CC=C1)[C@@H]1CNCC[C@@H]1OCC1=CC(=CC(=C1)C(F)(F)F)F (cis-3-Benzhydryl-4-[[3-fluoro-5-(trifluoromethyl)benzyl]oxy]piperidine hydrochloride), C(C1=CC=CC=C1)O (benzyl alcohol). The product is C(C1=CC=CC=C1)(C1=CC=CC=C1)[C@@H]1CN(CC[C@@H]1OCC1=CC(=CC(=C1)C(F)(F)F)F)CC1=CC=CC=C1 (cis-3-Benzhydryl-1-benzyl-4-[[3-fluoro-5-(trifluoromethyl)benzyl]oxy]piperidine). As a reaction SMILES: Cl.[CH:2]([C@H:15]1[C@@H:20]([O:21][CH2:22][C:23]2[CH:28]=[C:27]([C:29]([F:32])([F:31])[F:30])[CH:26]=[C:25]([F:33])[CH:24]=2)[CH2:19][CH2:18][NH:17][CH2:16]1)([C:9]1[CH:14]=[CH:13][CH:12]=[CH:11][CH:10]=1)[C:3]1[CH:8]=[CH:7][CH:6]=[CH:5][CH:4]=1.[CH2:34](O)[C:35]1[CH:40]=[CH:39][CH:38]=[CH:37][CH:36]=1>>[CH:2]([C@H:15]1[C@@H:20]([O:21][CH2:22][C:23]2[CH:28]=[C:27]([C:29]([F:32])([F:30])[F:31])[CH:26]=[C:25]([F:33])[CH:24]=2)[CH2:19][CH2:18][N:17]([CH2:34][C:35]2[CH:40]=[CH:39][CH:38]=[CH:37][CH:36]=2)[CH2:16]1)([C:9]1[CH:14]=[CH:13][CH:12]=[CH:11][CH:10]=1)[C:3]1[CH:8]=[CH:7][CH:6]=[CH:5][CH:4]=1 |f:0.1|. Procedure: The compound (28.8 mg) obtained in Example 26 and benzyl alcohol (12.4 μl) were reacted and treated in the same manner as in the method described in Example 54 to obtain the title compound.